describe an organic reaction: reactants, conditions, products, and yield From a dataset of the Open Reaction Database (ORD), a public repository of structured organic reaction records. The reactants are ClCCl, C1CCOC1, CO, CC(C)=O, COC(=C1CCC2C3CCC4=CC(=O)CCC4(C)C3=CCC12C)C(Cl)S(=O)c1ccccc1, [Na+], [OH-], O. Product: COC(=CCl)C1(O)CCC2C3CCC4=CC(=O)CCC4(C)C3=CCC21C. As a reaction SMILES: [CH2:37]([Cl:38])[Cl:39].[CH2:40]1[O:41][CH2:42][CH2:43][CH2:44]1.[CH3:45][OH:46].[CH3:47][C:48](=[O:49])[CH3:50].[Cl:1][CH:2]([C:3](=[C:4]1[CH2:5][CH2:6][CH:7]2[CH:8]3[CH2:9][CH2:10][C:11]4=[CH:12][C:13](=[O:23])[CH2:14][CH2:15][C:16]4([CH3:17])[C:18]3=[CH:19][CH2:20][C:21]12[CH3:22])[O:24][CH3:25])[S:26]([c:27]1[cH:28][cH:29][cH:30][cH:31][cH:32]1)=[O:33].[Na+:35].[OH-:34].[OH2:36]>>[Cl:1][CH:2]=[C:3]([C:4]1([OH:34])[CH2:5][CH2:6][CH:7]2[CH:8]3[CH2:9][CH2:10][C:11]4=[CH:12][C:13](=[O:23])[CH2:14][CH2:15][C:16]4([CH3:17])[C:18]3=[CH:19][CH2:20][C:21]12[CH3:22])[O:24][CH3:25].